Dataset: the Open Reaction Database (ORD), a public repository of structured organic reaction records. Task: describe an organic reaction: reactants, conditions, products, and yield The reactants are C(C(C)(C)C)(=O)Cl (pivaloyl chloride), OC=1C(=CC=C2C=CC(=NC12)C)C(=O)OCCCC (n-butyl 8-hydroxy-2-methylquinoline-7-carboxylate). The solvent is N1=CC=CC=C1 (pyridine). Reaction conditions: time 1 hour. Product: CC(C(=O)OC=1C(=CC=C2C=CC(=NC12)C)C(=O)OCCCC)(C)C (n-butyl 8-(2,2-dimethylpropionyloxy)-2-methylquinoline-7-carboxylate). Isolated yield 81.1%. RXN SMILES: [C:1](Cl)(=[O:6])[C:2]([CH3:5])([CH3:4])[CH3:3].[OH:8][C:9]1[C:10]([C:20]([O:22][CH2:23][CH2:24][CH2:25][CH3:26])=[O:21])=[CH:11][CH:12]=[C:13]2[C:18]=1[N:17]=[C:16]([CH3:19])[CH:15]=[CH:14]2>N1C=CC=CC=1>[CH3:3][C:2]([CH3:5])([CH3:4])[C:1]([O:8][C:9]1[C:10]([C:20]([O:22][CH2:23][CH2:24][CH2:25][CH3:26])=[O:21])=[CH:11][CH:12]=[C:13]2[C:18]=1[N:17]=[C:16]([CH3:19])[CH:15]=[CH:14]2)=[O:6]. Procedure details: 10.4 ml (84 mmol) of pivaloyl chloride are added, at 0° C., to a solution of the preceding ester 2 (step 1) (11.0 g, 42 mmol) in pyridine (45 ml). After 1 hour at 20° C., the pyridine is distilled under reduced pressure, and then 20 ml of water and 50 ml of dichloromethane are added. The phases are separated and the aqueous phase extracted with dichloromethane. The combined organic phases are dried over magnesium sulfate and concentrated under reduced pressure. The residue is chromatographed on ...